From a dataset of the Open Reaction Database (ORD), a public repository of structured organic reaction records. describe an organic reaction: reactants, conditions, products, and yield Reactants: CN(C=O)C (dimethylformamide), [N+](=O)([O-])C=1C=C2C(=NC1)NC(=C2)C(=O)O (5-nitro-1H-pyrrolo[2,3-b]pyridine-2-carboxylic acid). The product is N1CCOCC1 (morpholine), CN(CCCN=C=NCC)C (N-(3-dimethylaminopropyl)-N′-ethylcarbodiimide). Reaction SMILES: [N+]([C:4]1C=[C:6]2[CH:12]=[C:11]([C:13]([OH:15])=O)[NH:10][C:7]2=[N:8][CH:9]=1)([O-])=O.[CH3:16][N:17]([CH3:20])[CH:18]=O>>[NH:10]1[CH2:7][CH2:6][O:15][CH2:13][CH2:11]1.[CH3:16][N:17]([CH3:20])[CH2:18][CH2:4][CH2:9][N:8]=[C:7]=[N:10][CH2:11][CH3:12]. Procedure: A flask is charged successively with 600 mg (2.90 mmol) of the 5-nitro-1H-pyrrolo[2,3-b]pyridine-2-carboxylic acid formed during the preceding stage, 10 mL of dimethylformamide (distilled on calcium hydride), 0.5 mL (5.80 mmol) of morpholine and 1.11 g (5.80 mmol) of N-(3-dimethylaminopropyl)-N′-ethylcarbodiimide (EDCl) hydrochloride under argon atmosphere. The solution is stirred at room temperature for 18 hours. The solvent is then evaporated under reduced pressure and the raw product is purif...